From a dataset of the Open Reaction Database (ORD), a public repository of structured organic reaction records. describe an organic reaction: reactants, conditions, products, and yield Reactants: C=1C=CC(=CC1)N=NC=2C=CC(=NC2N)N.Cl.[Cr](=O)(=O)([O-])Cl (pyridium chlorochromate), C(C)(=O)NCCC(=O)NCCCC(CCCCCCC\C=C/CCCCCCCC)O (3-(acetylamino)-N-(4-hydroxy-12(Z)-heneicosenyl)propanamide), [Si]([O-])([O-])([O-])[O-].[Mg+2].[Mg+2] (magnesium silicate). The solvent is ClCCl (dichloromethane). Yields the product C(C)(=O)NCCC(=O)NCCCC(CCCCCCC\C=C/CCCCCCCC)=O (3-(Acetylamino)-N-(4-oxo-12(Z)-heneicosenyl)propan amide). As a reaction SMILES: [C:1]([NH:4][CH2:5][CH2:6][C:7]([NH:9][CH2:10][CH2:11][CH2:12][CH:13]([OH:31])[CH2:14][CH2:15][CH2:16][CH2:17][CH2:18][CH2:19][CH2:20]/[CH:21]=[CH:22]\[CH2:23][CH2:24][CH2:25][CH2:26][CH2:27][CH2:28][CH2:29][CH3:30])=[O:8])(=[O:3])[CH3:2].C1C=CC(N=NC2C=CC(N)=NC=2N)=CC=1.Cl.[Cr](Cl)([O-])(=O)=O.[Si]([O-])([O-])([O-])[O-].[Mg+2].[Mg+2]>ClCCl>[C:1]([NH:4][CH2:5][CH2:6][C:7]([NH:9][CH2:10][CH2:11][CH2:12][C:13](=[O:31])[CH2:14][CH2:15][CH2:16][CH2:17][CH2:18][CH2:19][CH2:20]/[CH:21]=[CH:22]\[CH2:23][CH2:24][CH2:25][CH2:26][CH2:27][CH2:28][CH2:29][CH3:30])=[O:8])(=[O:3])[CH3:2] |f:1.2.3,4.5.6|. Procedure: A 160 mg portion of 3-(acetylamino)-N-(4-hydroxy-12(Z)-heneicosenyl)propanamide was dissolved in 5 ml of dichloromethane and treated with 157 mg of pyridium chlorochromate for 2 hours. The solution was passed through a short pad of hydrous magnesium silicate and washed repeatedly with fresh dichloromethane. The filtrate and washes were combined and evaporated, giving 92 mg of the desired product as an off-white solid, mp 123°-125° C.